This data is from the Open Reaction Database (ORD), a public repository of structured organic reaction records. The task is: describe an organic reaction: reactants, conditions, products, and yield As a reaction SMILES: [C:1]([CH:4]1[CH2:8][N:7]([CH2:9][C:10]2[CH:15]=[CH:14][C:13]([Cl:16])=[CH:12][CH:11]=2)[C:6](=O)[CH2:5]1)(O)=[O:2].CCN=C=NCCCN(C)C.C1C=CC2N([OH:38])N=NC=2C=1.[NH3:39].O1CCOCC1>ClCCl>[C:1]([CH:4]1[CH2:5][CH2:6][N:7]([CH2:9][C:10]2[CH:15]=[CH:14][C:13]([Cl:16])=[CH:12][CH:11]=2)[C:8]1=[O:38])(=[O:2])[NH2:39]. Starting materials: C(=O)(O)C1CC(N(C1)CC1=CC=C(C=C1)Cl)=O (4-carboxy-1-(4-chlorobenzyl)pyrrolidin-2-one), CCN=C=NCCCN(C)C (EDCI), C=1C=CC2=C(C1)N=NN2O (HOBt), N (ammonia), O1CCOCC1 (dioxane). Yields the product C(N)(=O)C1C(N(CC1)CC1=CC=C(C=C1)Cl)=O (3-carbamoyl-1-(4-chlorobenzyl)pyrrolidin-2-one). Run in ClCCl (dichloromethane). Reaction conditions: time 15 hour. Procedure details: To a mixture of 4-carboxy-1-(4-chlorobenzyl)pyrrolidin-2-one (5.05 g, 20 mmol), EDCI (2.85 g, 22 mmol), HOBt (2.97 g, 22 mmol) and dichloromethane (100 mL) was added 0.5 M ammonia in dioxane (60 mL, 30 mmol). The reaction mixture was stirred at room temperature for 15 h and washed with 2N HCl (3 times) and 2 N NaOH aqueous solution (100 mL×4). The organic layer was dried over anhydrous magnesium sulfate, filtered, and concentrated to afford 3-carbamoyl-1-(4-chlorobenzyl)pyrrolidin-2-one (1.49 g)... The reactants are NC1(N=CSC1)C(C(=O)OCC)=NOCC1=CC=C(C=C1)Cl (Ethyl 2-(4-aminothiazol-4-yl)-2-(4-chlorobenzyloxyimino)acetate), [OH-].[Na+] (sodium hydroxide), CN1C=NC=C1 (1-methylimidazole), CO (methanol). The solvent is O1CCCC1 (tetrahydrofuran). Yields the product NC=1SC=C(N1)C(C(=O)O)=NOCC1=CC=C(C=C1)Cl (2-(2-aminothiazol-4-yl)-2-(4-chlorobenzyloxyimino)acetic acid). Yield: 261.6%. RXN SMILES: N[C:2]1([C:7](=[N:13][O:14][CH2:15][C:16]2[CH:21]=[CH:20][C:19]([Cl:22])=[CH:18][CH:17]=2)[C:8]([O:10]CC)=[O:9])[CH2:6][S:5][CH:4]=[N:3]1.[OH-].[Na+].C[N:26]1C=CN=C1.CO>O1CCCC1>[NH2:26][C:4]1[S:5][CH:6]=[C:2]([C:7](=[N:13][O:14][CH2:15][C:16]2[CH:21]=[CH:20][C:19]([Cl:22])=[CH:18][CH:17]=2)[C:8]([OH:10])=[O:9])[N:3]=1 |f:1.2|. Procedure: Ethyl 2-(4-aminothiazol-4-yl)-2-(4-chlorobenzyloxyimino)acetate (syn isomer, 21.15 g.), 1 N sodium hydroxide aqueous solution (94 ml.), 1-methylimidazole (1.02 g.), methanol (220 ml.) and tetrahydrofuran (150 ml.) were treated in a similar manner to that of Example P-(4) to give 2-(2-aminothiazol-4-yl)-2-(4-chlorobenzyloxyimino)acetic acid (syn isomer, 10.13 g.). Reactants: COC1=CC=C(C=C1)C(CCCCC)=O (1-(4-methoxy-phenyl)-hexan-1-one), [Br-] (bromide). Reagents/catalysts: [Al+3].[Cl-].[Cl-].[Cl-] (AlCl3). Yields the product BrC(C(=O)C1=CC=C(C=C1)OC)CCCC (2-bromo-1-(4-methoxy-phenyl)-hexan-1-one). The yield is 93.4%. Reaction SMILES: [CH3:1][O:2][C:3]1[CH:8]=[CH:7][C:6]([C:9](=[O:15])[CH2:10][CH2:11][CH2:12][CH2:13][CH3:14])=[CH:5][CH:4]=1.[Br-:16]>[Al+3].[Cl-].[Cl-].[Cl-]>[Br:16][CH:10]([CH2:11][CH2:12][CH2:13][CH3:14])[C:9]([C:6]1[CH:7]=[CH:8][C:3]([O:2][CH3:1])=[CH:4][CH:5]=1)=[O:15] |f:2.3.4.5|. Procedure: A procedure similar to step 3 of Example 1 was used. 1-(4-methoxy-phenyl)-hexan-1-one prepared in the step 2 and bromide were used as starting materials, and anhydrous AlCl3 was used as catalyst. The crude product obtained was distilled under a reduced pressure and purified by a silica gel column chromatography eluted with petroleum ether and ethyl acetate (20:1) to give a product as a white solid in a yield of 93.4%, mp: 54-55 └. 1H-NMR (CDCl3, 400 MHz) δ: 0.92 (3H, t, J=7.2 Hz, CH3), 1.30˜1.60... The reactants are Cc1c(N2CCN(C(=O)OC(C)(C)C)CC2)nnn1-c1ccccc1, Cl, C1COCCO1. The product is Cc1c(N2CCN(C(=O)OC(C)C)CC2)nnn1-c1ccccc1. Reaction SMILES: [CH3:2][c:3]1[c:4]([N:14]2[CH2:15][CH2:16][N:17]([C:20](=[O:21])[O:22][C:23]([CH3:24])([CH3:25])[CH3:26])[CH2:18][CH2:19]2)[n:5][n:6][n:7]1-[c:8]1[cH:9][cH:10][cH:11][cH:12][cH:13]1.[ClH:1].[O:27]1[CH2:28][CH2:29][O:30][CH2:31][CH2:32]1>>[CH3:2][c:3]1[c:4]([N:14]2[CH2:15][CH2:16][N:17]([C:20](=[O:21])[O:22][CH:23]([CH3:24])[CH3:25])[CH2:18][CH2:19]2)[n:5][n:6][n:7]1-[c:8]1[cH:9][cH:10][cH:11][cH:12][cH:13]1.